From a dataset of the Open Reaction Database (ORD), a public repository of structured organic reaction records. describe an organic reaction: reactants, conditions, products, and yield The reactants are ClC1=C(C(=C(C2=C1CCN(CC2)C)SC2=CC=CC=C2)OC)O (9-chloro-8-hydroxy-7-methoxy-3-methyl-6-phenylthio-2,3,4,5-tetrahydro-1H-3-benzazepine), C(C)(=O)Br (acetyl bromide). Run in FC(C(=O)O)(F)F (trifluoroacetic acid). The product is C(C)(=O)OC=1C(=C(C2=C(CCN(CC2)C)C1Cl)SC1=CC=CC=C1)OC (8-acetoxy-9-chloro-7-methoxy-3-methyl-6-phenylthio-2,3,4,5-tetrahydro-1H-3-benzazepine). As a reaction SMILES: [Cl:1][C:2]1[C:7]2[CH2:8][CH2:9][N:10]([CH3:13])[CH2:11][CH2:12][C:6]=2[C:5]([S:14][C:15]2[CH:20]=[CH:19][CH:18]=[CH:17][CH:16]=2)=[C:4]([O:21][CH3:22])[C:3]=1[OH:23].[C:24](Br)(=[O:26])[CH3:25]>FC(F)(F)C(O)=O>[C:24]([O:23][C:3]1[C:4]([O:21][CH3:22])=[C:5]([S:14][C:15]2[CH:16]=[CH:17][CH:18]=[CH:19][CH:20]=2)[C:6]2[CH2:12][CH2:11][N:10]([CH3:13])[CH2:9][CH2:8][C:7]=2[C:2]=1[Cl:1])(=[O:26])[CH3:25]. Procedure details: A mixture of 0.45 g. (0.0013 mole) of 9-chloro-8-hydroxy-7-methoxy-3-methyl-6-phenylthio-2,3,4,5-tetrahydro-1H-3-benzazepine and 0.2 ml. (0.0026 mole) of acetyl bromide in trifluoroacetic acid is heated to reflux on a steam bath for 2 hours. The reaction mixture is concentrated and the residue is taken up in 100 ml. of methylene chloride. This solution is dried and evaporated to give 8-acetoxy-9-chloro-7-methoxy-3-methyl-6-phenylthio-2,3,4,5-tetrahydro-1H-3-benzazepine. Starting materials: ClC1=CC=C(C=C1)[C@@H](C(=O)OC)O[Si](C)(C)C(C)(C)C ((S)-(+)-Methyl p-Chlorophenyl-α-[((1,1-dimethylethyl)dimethylsilyl)oxy]-acetate), ice, C(Cl)(Cl)Cl (CHCl3), C(=O)=O.CC(=O)C (CO2 acetone), solution, CC(C)C[AlH]CC(C)C (DIBAL-H). Solvent: C1(=CC=CC=C1)C (toluene), C1(=CC=CC=C1)C (toluene). Yields the product ClC1=CC=C(C=C1)[C@H](C=O)O[Si](C)(C)C(C)(C)C ((R)-(-)-p-Chlorophenyl-α-[((1,1-dimethylethyl) dimethylsilyl)oxy]-acetaldehyde). Isolated yield 92.4%. RXN SMILES: [Cl:1][C:2]1[CH:7]=[CH:6][C:5]([C@H:8]([O:13][Si:14]([C:17]([CH3:20])([CH3:19])[CH3:18])([CH3:16])[CH3:15])[C:9](OC)=[O:10])=[CH:4][CH:3]=1.C(=O)=O.CC(C)=O.CC(C[AlH]CC(C)C)C.C(Cl)(Cl)Cl>C1(C)C=CC=CC=1>[Cl:1][C:2]1[CH:3]=[CH:4][C:5]([C@@H:8]([O:13][Si:14]([C:17]([CH3:20])([CH3:19])[CH3:18])([CH3:15])[CH3:16])[CH:9]=[O:10])=[CH:6][CH:7]=1 |f:1.2|. Procedure: To a 100 mL 2-necked round bottom flask equipped with a septurn and nitrogen inlet was added 3.0 g (9.5 mmol) of the (R)-(-)-methyl acetate prepared in Example D dissolved in 55 mL of dry toluene. The solution was cooled to -78° C. (CO2 /acetone) and 12 mL (12 mmol) of a 1.0M solution of DIBAL-H in toluene was added slowly (5 minutes) with stirring. The reaction mixture was stirred for 1 hour at -78° C. and poured into 100 g of ice and 100 mL of CHCl3. The reaction flask was rinsed with 100 mL o... The reactants are BrC1=C(C=C(C(=C1)C(F)(F)F)OC)C (1-Bromo-4-methoxy-2-methyl-5-trifluoromethyl-benzene), N(=NC(C#N)(C)C)C(C#N)(C)C (2,2′-azobisisobutyronitrile), BrN1C(CCC1=O)=O (N-bromosuccinimide). Run in C(Cl)(Cl)(Cl)Cl (carbon tetrachloride). Yields the product BrC1=C(C=C(C(=C1)C(F)(F)F)OC)CBr (1-bromo-2-bromomethyl-4-methoxy-5-trifluoromethyl-benzene). The yield is 56.6%. Reaction SMILES: [Br:1][C:2]1[CH:7]=[C:6]([C:8]([F:11])([F:10])[F:9])[C:5]([O:12][CH3:13])=[CH:4][C:3]=1[CH3:14].N(C(C)(C)C#N)=NC(C)(C)C#N.[Br:27]N1C(=O)CCC1=O>C(Cl)(Cl)(Cl)Cl>[Br:1][C:2]1[CH:7]=[C:6]([C:8]([F:10])([F:11])[F:9])[C:5]([O:12][CH3:13])=[CH:4][C:3]=1[CH2:14][Br:27]. Reported procedure: 1-Bromo-4-methoxy-2-methyl-5-trifluoromethyl-benzene (1.0 g), 2,2′-azobisisobutyronitrile (61 mg) and N-bromosuccinimide (795 mg) are dissolved in carbon tetrachloride (15 ml) and the mixture is heated under reflux overnight. The reaction solution is cooled to room temperature and concentrated under reduced pressure. The resulting residue is purified by silica gel column chromatography (hexane:ethyl acetate=1:0→9:1) to give 1-bromo-2-bromomethyl-4-methoxy-5-trifluoromethyl-benzene (732 mg).